Dataset: the Open Reaction Database (ORD), a public repository of structured organic reaction records. Task: describe an organic reaction: reactants, conditions, products, and yield Reactants: C1=C(C=CC2=CC=CC=C12)O (β-naphthol), [OH-].[Na+] (caustic soda), O(C1=CC=CC=C1)CCCCOC1=CC=CC=C1 (1,4-diphenoxybutane). Run at temperature 260 celsius. Yields the product OC1=CC2=CC=CC=C2C=C1C(=O)O (2-hydroxynaphthalene-3-carboxylic acid). The yield is 77.0%. As a reaction SMILES: [CH:1]1[C:10]2[C:5](=[CH:6][CH:7]=[CH:8][CH:9]=2)[CH:4]=[CH:3][C:2]=1[OH:11].[OH-:12].[Na+].O(CCCC[O:25][C:26]1C=CC=CC=1)C1C=CC=CC=1>>[OH:11][C:2]1[C:3]([C:26]([OH:25])=[O:12])=[CH:4][C:5]2[C:10](=[CH:9][CH:8]=[CH:7][CH:6]=2)[CH:1]=1 |f:1.2|. Reported procedure: A stirred autoclave is charged with 1220 parts of β-naphthol, 620 parts of caustic soda solution of 50% by weight strength and 360 parts of 1,4-diphenoxybutane. As described in Example 4 the autoclave is heated to an internal temperature of 260° C. while stirring and kept at this temperature for ten minutes. Residual moisture is removed from the autoclave for five minutes at a pressure of 40 mm. Dehydration is practically complete. Carbon dioxide is then passed into the autoclave at the internal... Reactants: Cl.O=C1CCC=2C=C(C=NC2N1)/C=C/C(=O)O ((2E)-3-(7-oxo-5,6,7,8-tetrahydro-1,8-naphthyridin-3-yl)acrylic acid hydrochloride), Cl.C(CCCC)S(=O)(=O)C1CNC1 (3-(pentylsulfonyl)azetidine hydrochloride), CCN(C(C)C)C(C)C (DIPEA), CCN=C=NCCCN(C)C (EDAC). Reagents/catalysts: CN(C)C=1C=CN=CC1 (DMAP). Solvent: CN(C)C=O (DMF). Reaction conditions: time 8 hour. Product: C(CCCC)S(=O)(=O)C1CN(C1)C(/C=C/C=1C=C2CCC(NC2=NC1)=O)=O (6-{(1E)-3-[3-(Pentylsulfonyl)azetidin-1-yl]-3-oxoprop-1-en-1-yl}-3,4-dihydro-1,8-naphthyridin-2(1H)-one). Yield: 19.2%. Reaction SMILES: Cl.[O:2]=[C:3]1[NH:12][C:11]2[N:10]=[CH:9][C:8](/[CH:13]=[CH:14]/[C:15]([OH:17])=O)=[CH:7][C:6]=2[CH2:5][CH2:4]1.Cl.[CH2:19]([S:24]([CH:27]1[CH2:30][NH:29][CH2:28]1)(=[O:26])=[O:25])[CH2:20][CH2:21][CH2:22][CH3:23].CCN(C(C)C)C(C)C.CCN=C=NCCCN(C)C>CN(C1C=CN=CC=1)C.CN(C=O)C>[CH2:19]([S:24]([CH:27]1[CH2:30][N:29]([C:15](=[O:17])/[CH:14]=[CH:13]/[C:8]2[CH:7]=[C:6]3[C:11](=[N:10][CH:9]=2)[NH:12][C:3](=[O:2])[CH2:4][CH2:5]3)[CH2:28]1)(=[O:26])=[O:25])[CH2:20][CH2:21][CH2:22][CH3:23] |f:0.1,2.3|. Procedure details: A 16 mL vial flask was successively charged with (2E)-3-(7-oxo-5,6,7,8-tetrahydro-1,8-naphthyridin-3-yl)acrylic acid hydrochloride (40 mg, 0.16 mmol), DMF (3.9 mL), 3-(pentylsulfonyl)azetidine hydrochloride (39 mg, 0.17 mmol; which may be prepared as described in Step 4), DIPEA (106 μL, 0.64 mmol), DMAP (2 mg, 0.02 mmol) and EDAC (36 mg, 0.19 mmol). The reaction mixture was stirred at room temperature overnight and concentrated to dryness. The residue was purified on preparative TLC (eluent: 90/... The reactants are [OH-].[K+] (Potassium hydroxide), BrC(C(=O)OCC)(C)C (ethyl 2-bromo-2-methylpropanoate), ClC1=C(C=CC=C1Cl)O (2,3-dichlorophenol). The product is ClC1=C(OC(C(=O)OCC)(C)C)C=CC=C1Cl (ethyl 2-(2,3-dichlorophenoxy)-2-methylpropanoate). As a reaction SMILES: [OH-].[K+].Br[C:4]([CH3:11])([CH3:10])[C:5]([O:7][CH2:8][CH3:9])=[O:6].[Cl:12][C:13]1[C:18]([Cl:19])=[CH:17][CH:16]=[CH:15][C:14]=1[OH:20]>>[Cl:12][C:13]1[C:18]([Cl:19])=[CH:17][CH:16]=[CH:15][C:14]=1[O:20][C:4]([CH3:11])([CH3:10])[C:5]([O:7][CH2:8][CH3:9])=[O:6] |f:0.1|. Reported procedure: Potassium hydroxide-mediated reaction of ethyl 2-bromo-2-methylpropanoate with 2,3-dichlorophenol provided ethyl 2-(2,3-dichlorophenoxy)-2-methylpropanoate. After reduction to the corresponding aldehyde with diisobutylaluminum hydride, reductive amination with 2-aminoethanol provided the requisite 2-aminoethanol derivative. The reactants are Cl.OC=1C(=CC2=C(CN3CCC4=C(C3C2)C=C(C(=C4)OC)OC)C1)OC (10-hydroxy-2,3,11-trimethoxy-5,6,13,13a-tetrahydro-8H-dibenzo[a, g]quinolizine hydrochloride), COC=1C=C(C(=O)Cl)C=C(C1OC)OC (3,4,5-trimethoxybenzoyl chloride). Reaction SMILES: Cl.[OH:2][C:3]1[C:4]([O:25][CH3:26])=[CH:5][C:6]2[CH2:15][CH:14]3[N:9]([CH2:10][CH2:11][C:12]4[CH:19]=[C:18]([O:20][CH3:21])[C:17]([O:22][CH3:23])=[CH:16][C:13]=43)[CH2:8][C:7]=2[CH:24]=1.[CH3:27][O:28][C:29]1[CH:30]=[C:31]([CH:35]=[C:36]([O:40][CH3:41])[C:37]=1[O:38][CH3:39])[C:32](Cl)=O>N1C=CC=CC=1>[CH3:23][O:22][C:17]1[C:18]([O:20][CH3:21])=[CH:19][C:12]2[CH2:11][CH2:10][N:9]3[CH:14]([CH2:15][C:6]4[CH:5]=[C:4]([O:25][CH3:26])[C:3]([O:2][CH2:32][C:31]5[CH:35]=[C:36]([O:40][CH3:41])[C:37]([O:38][CH3:39])=[C:29]([O:28][CH3:27])[CH:30]=5)=[CH:24][C:7]=4[CH2:8]3)[C:13]=2[CH:16]=1 |f:0.1|. Product: COC=1C(=CC2=C(C3CC4=C(CN3CC2)C=C(C(=C4)OC)OCC4=CC(=C(C(=C4)OC)OC)OC)C1)OC (5,6,13,13a-tetrahydro-2,3,11-trimethoxy-10-(3', 4', 5'-trimethoxybenzoxy)-8H-dibenzo-[a, g]quinolizine). Run in N1=CC=CC=C1 (pyridine). Procedure details: 1.9 g of 10-hydroxy-2,3,11-trimethoxy-5,6,13,13a-tetrahydro-8H-dibenzo[a, g]quinolizine hydrochloride was treated in the same manner as described in Example 6, using 2.0 g of 3,4,5-trimethoxybenzoyl chloride and 200 ml of anhydrous pyridine and there was obtained 1.2 g (44.4% yield) of 5,6,13,13a-tetrahydro-2,3,11-trimethoxy-10-(3', 4', 5'-trimethoxybenzoxy)-8H-dibenzo-[a, g]quinolizine as a pale yellow powder. The methiodide derived from this compound was found to be in agreement with the methi... Isolated yield 45.8%.